From a dataset of the Open Reaction Database (ORD), a public repository of structured organic reaction records. describe an organic reaction: reactants, conditions, products, and yield Starting materials: C#Cc1cccc(N)c1, CC(C)O, O=[N+]([O-])c1ccc2c(Cl)ncnc2c1. The product is C#Cc1cccc(Nc2ncnc3cc([N+](=O)[O-])ccc23)c1. RXN SMILES: [C:15](#[CH:16])[c:17]1[cH:18][c:19]([NH2:23])[cH:20][cH:21][cH:22]1.[CH:24]([OH:25])([CH3:26])[CH3:27].[Cl:1][c:2]1[n:3][cH:4][n:5][c:6]2[cH:7][c:8]([N+:12](=[O:13])[O-:14])[cH:9][cH:10][c:11]12>>[c:2]1([NH:23][c:19]2[cH:18][c:17]([C:15]#[CH:16])[cH:22][cH:21][cH:20]2)[n:3][cH:4][n:5][c:6]2[cH:7][c:8]([N+:12](=[O:13])[O-:14])[cH:9][cH:10][c:11]12. Reactants: C(C)(C)(C)OC(N(C)C(C)C(NC1=NC(=CC(=C1)C=1C2=C(N=CN1)C(=NN2C)C)C#C[Si](C(C)C)(C(C)C)C(C)C)=O)=O (tert-butyl-N-{1-[(4-{1,3-dimethyl-1H-pyrazolo[4,3-d]pyrimidin-7-yl}-6-{2-[tris(propan-2-yl)silyl]ethynyl}pyridin-2-yl)carbamoyl]ethyl}-N-methylcarbamate), C1CCOC1 (THF), [F-].C(CCC)[N+](CCCC)(CCCC)CCCC (tetrabutylammonium fluoride). Solvent: C(Cl)Cl (DCM). Conditions: time 1 hour. Yields the product C(C)(C)(C)OC(N(C)C(C)C(NC1=NC(=CC(=C1)C=1C2=C(N=CN1)C(=NN2C)C)C#C)=O)=O (tert-butyl-N-{1-[(4-{1,3-dimethyl-1H-pyrazolo[4,3-d]pyrimidin-7-yl}-6-ethynylpyridin-2-yl)carbamoyl]ethyl}-N-methylcarbamate). RXN SMILES: [C:1]([O:5][C:6](=[O:43])[N:7]([CH:9]([C:11](=[O:42])[NH:12][C:13]1[CH:18]=[C:17]([C:19]2[C:20]3[N:27]([CH3:28])[N:26]=[C:25]([CH3:29])[C:21]=3[N:22]=[CH:23][N:24]=2)[CH:16]=[C:15]([C:30]#[C:31][Si](C(C)C)(C(C)C)C(C)C)[N:14]=1)[CH3:10])[CH3:8])([CH3:4])([CH3:3])[CH3:2].C1COCC1.[F-].C([N+](CCCC)(CCCC)CCCC)CCC>C(Cl)Cl>[C:1]([O:5][C:6](=[O:43])[N:7]([CH:9]([C:11](=[O:42])[NH:12][C:13]1[CH:18]=[C:17]([C:19]2[C:20]3[N:27]([CH3:28])[N:26]=[C:25]([CH3:29])[C:21]=3[N:22]=[CH:23][N:24]=2)[CH:16]=[C:15]([C:30]#[CH:31])[N:14]=1)[CH3:10])[CH3:8])([CH3:3])([CH3:2])[CH3:4] |f:2.3|. Procedure details: A mixture of tert-butyl-N-{1-[(4-{1,3-dimethyl-1H-pyrazolo[4,3-d]pyrimidin-7-yl}-6-{2-[tris(propan-2-yl)silyl]ethynyl}pyridin-2-yl)carbamoyl]ethyl}-N-methylcarbamate D1 (0.52 g, 0.86 mmol), THF (10 ml) and tetrabutylammonium fluoride (1 mol/l solution in THF, 0.95 ml, 0.95 mmol) is stirred at RT for 1 h. The mixture is diluted with DCM and extracted with a saturated aqueous solution of sodium hydrogencarbonate and brine. The combined organic layers are dried over MgSO4 and concentrated in vacuo.... Reactants: OC(CNC(CS(NC1=C(C=C(C=C1F)F)F)(=O)=O)=O)C1OC(OC1)(C)C (2-[N-(2,4,6-trifluorophenyl)sulfamoyl]-acetic acid-[2-hydroxy-2-(2,2-dimethyl-1,3-dioxolan-4-yl)-ethyl-amide]). The solvent is CO (methanol), O (water). The product is OC(CNC(CS(NC1=C(C=C(C=C1F)F)F)(=O)=O)=O)C(CO)O (2-[N-(2,4,6-trifluorophenyl)sulfamoyl]-acetic acid-[2,3,4-trihydroxy-butylamide]). Reaction SMILES: [OH:1][CH:2]([CH:21]1[CH2:25][O:24]C(C)(C)[O:22]1)[CH2:3][NH:4][C:5](=[O:20])[CH2:6][S:7](=[O:19])(=[O:18])[NH:8][C:9]1[C:14]([F:15])=[CH:13][C:12]([F:16])=[CH:11][C:10]=1[F:17]>CO.O>[OH:1][CH:2]([CH:21]([OH:22])[CH2:25][OH:24])[CH2:3][NH:4][C:5](=[O:20])[CH2:6][S:7](=[O:18])(=[O:19])[NH:8][C:9]1[C:10]([F:17])=[CH:11][C:12]([F:16])=[CH:13][C:14]=1[F:15]. Procedure details: 2.22 g (6 mmol) of 2-[N-(2,4,6-trifluorophenyl)sulfamoyl]-acetic acid-[2-hydroxy-2-(2,2-dimethyl-1,3-dioxolan-4-yl)-ethyl-amide] is dissolved in a mixture of 10 ml of methanol and 5 ml of water, about 100 mg of cation exchanger Amberlyst 15 is added and it is warmed to boiling temperature in 1 hour. The ion exchanger is then filtered off and the filtrate is evaporated to dryness in a vacuum. 1.94 g (5.24 mmol) =87.3% of the theoretical yield of the product is obtained as an amorphous solid. Starting materials: C(C)(C)(C)OO (tertiary butyl hydroperoxide). Run in C(C)(C)(C)O (tertiary butanol). Product: C(C)(C)(C)OOC(C)(C)C (di-tertiary butyl peroxide). RXN SMILES: [C:1]([O:5][OH:6])([CH3:4])([CH3:3])[CH3:2]>C(O)(C)(C)C>[C:1]([O:5][O:6][C:1]([CH3:4])([CH3:3])[CH3:2])([CH3:4])([CH3:3])[CH3:2]. Procedure: in a dehydration step, dehydrating the mixture of tertiary butanol and tertiary butyl hydroperoxide to produce di-tertiary butyl peroxide, Reactants: Cl (hydrochloric acid), [H][H] (hydrogen), [N+](=O)([O-])C12CC3(CC(CC(C1)C3)C2)O (1-nitro-3-adamantanol). Product: NC12CC3(CC(CC(C1)C3)C2)O (1-amino-3-adamantanol). The yield is 95.0%. Reaction SMILES: Cl.[H][H].[N+:4]([C:7]12[CH2:16][CH:11]3[CH2:12][CH:13]([CH2:15][C:9]([OH:17])([CH2:10]3)[CH2:8]1)[CH2:14]2)([O-])=O>>[NH2:4][C:7]12[CH2:16][CH:11]3[CH2:12][CH:13]([CH2:15][C:9]([OH:17])([CH2:10]3)[CH2:8]1)[CH2:14]2. Reported procedure: An autocrave was charged with 10 ml of methanol were added 10 mmol of the 1-nitro-3-adamantanol obtained by the method of Preparation Example 4, 5% Pd-C (10 mol % as Pd, relative to a substrate) and 1 ml of hydrochloric acid, and the mixture was stirred in a hydrogen atmosphere at a temperature of 80° C. for 2 hours. And, as a result, the 1-nitro-3-adamantanol was converted into a 1-amino-3-adamantanol (yield:95%) with a conversion of 99%. The product is COc1cc(C=CC=CC(=O)Nc2ccccc2C(=O)O)cc(OC)c1O. Starting materials: COCCOCOc1c(OC)cc(C=CC=CC(=O)Nc2ccccc2C(=O)O)cc1OC, CC(=O)O, C1COCCO1, O. RXN SMILES: [CH3:1][O:2][c:3]1[cH:4][c:5]([CH:18]=[CH:19][CH:20]=[CH:21][C:22](=[O:23])[NH:24][c:25]2[c:26]([C:27](=[O:28])[OH:29])[cH:30][cH:31][cH:32][cH:33]2)[cH:6][c:7]([O:16][CH3:17])[c:8]1[O:9][CH2:10][O:11][CH2:12][CH2:13][O:14][CH3:15].[CH3:34][C:35](=[O:36])[OH:37].[O:39]1[CH2:40][CH2:41][O:42][CH2:43][CH2:44]1.[OH2:38]>>[CH3:1][O:2][c:3]1[cH:4][c:5]([CH:18]=[CH:19][CH:20]=[CH:21][C:22](=[O:23])[NH:24][c:25]2[c:26]([C:27](=[O:28])[OH:29])[cH:30][cH:31][cH:32][cH:33]2)[cH:6][c:7]([O:16][CH3:17])[c:8]1[OH:9]. The reactants are C(=O)(OCC)NC(OC)=N (N-carbethoxy-O-methylisourea), CC=1N=CNC1CSCCN (4-methyl-5-((2-aminoethyl)thiomethyl)imidazole). The solvent is CO (methanol). Yields the product C(=O)(OCC)NC(=N)NCCSCC1=C(N=CN1)C (N-carbethoxy-N'-[2-((4-methyl-5-imidazolyl)methylthio)ethyl]-guanidine). As a reaction SMILES: [C:1]([NH:6][C:7](=[NH:10])OC)([O:3][CH2:4][CH3:5])=[O:2].[CH3:11][C:12]1[N:13]=[CH:14][NH:15][C:16]=1[CH2:17][S:18][CH2:19][CH2:20][NH2:21]>CO>[C:1]([NH:6][C:7]([NH:21][CH2:20][CH2:19][S:18][CH2:17][C:16]1[NH:15][CH:14]=[N:13][C:12]=1[CH3:11])=[NH:10])([O:3][CH2:4][CH3:5])=[O:2]. Reported procedure: A solution of N-carbethoxy-O-methylisourea (1.46 g.) and 4-methyl-5-((2-aminoethyl)thiomethyl)imidazole (1.71 g.) in methanol (25 ml) was stirred at room temperature for 7 days. The white solid formed during the reaction was collected and recrystallised from methanol to give N-carbethoxy-N'-[2-((4-methyl-5-imidazolyl)methylthio)ethyl]-guanidine m.p. 196°-197°. The reactants are C1CCOC1, CCOC(C)=O, Cl, O=C=Nc1ccc(C(F)(F)F)cc1, [H-], N#N, Nc1nc(Cl)cc(Cl)n1, [Na+]. Product: O=C(Nc1ccc(C(F)(F)F)cc1)Nc1nc(Cl)cc(Cl)n1. Reaction SMILES: [CH2:28]1[O:29][CH2:30][CH2:31][CH2:32]1.[CH3:33][CH2:34][O:35][C:36](=[O:37])[CH3:38].[ClH:27].[F:14][C:15]([c:16]1[cH:17][cH:18][c:19]([N:22]=[C:23]=[O:24])[cH:20][cH:21]1)([F:25])[F:26].[H-:13].[N:10]#[N:11].[NH2:1][c:2]1[n:3][c:4]([Cl:9])[cH:5][c:6]([Cl:8])[n:7]1.[Na+:12]>>[NH:1]([c:2]1[n:3][c:4]([Cl:9])[cH:5][c:6]([Cl:8])[n:7]1)[C:23]([NH:22][c:19]1[cH:18][cH:17][c:16]([C:15]([F:14])([F:25])[F:26])[cH:21][cH:20]1)=[O:24]. Reactants: N (ammonia), [OH-].[Na+] (sodium hydroxide), N(=[N+]=[N-])CC(CSC[C@H]1N(C[C@@H](C1)O[Si](C)(C)C(C)(C)C)C(=O)OCC1=CC=C(C=C1)[N+](=O)[O-])O ((2S,4R)-2-[(3-azido-2-hydroxypropyl)thiomethyl]-4-t-butyldimethylsilyloxy-1-(4-nitrobenzyloxycarbonyl)pyrrolidine), C1(=CC=CC=C1)P(C1=CC=CC=C1)C1=CC=CC=C1 (triphenylphosphine), [N+](=O)([O-])C1=CC=C(COC(=O)Cl)C=C1 (4-nitrobenzyloxycarbonyl chloride). Run in C(C)(=O)OCC (ethyl acetate), C(Cl)(Cl)Cl (chloroform), N1=CC=CC=C1 (pyridine), O1CCCC1 (tetrahydrofuran). Conditions: time 1 hour. The product is [N+](=O)([O-])C1=CC=C(COC(=O)NCC(CSC[C@H]2N(C[C@@H](C2)O[Si](C)(C)C(C)(C)C)C(=O)OCC2=CC=C(C=C2)[N+](=O)[O-])O)C=C1 ((2S,4R)-2-{3-(4-nitrobenzyloxycarbonyl)amino-2hydroxypropyl}thiomethyl-4-t-butyldimethylsilyloxy-1-(4-nitrobenzyloxycarbonyl)pyrrolidine). Isolated yield 89.8%. Reaction SMILES: [N:1]([CH2:4][CH:5]([OH:35])[CH2:6][S:7][CH2:8][C@@H:9]1[CH2:13][C@@H:12]([O:14][Si:15]([C:18]([CH3:21])([CH3:20])[CH3:19])([CH3:17])[CH3:16])[CH2:11][N:10]1[C:22]([O:24][CH2:25][C:26]1[CH:31]=[CH:30][C:29]([N+:32]([O-:34])=[O:33])=[CH:28][CH:27]=1)=[O:23])=[N+]=[N-].C1(P(C2C=CC=CC=2)C2C=CC=CC=2)C=CC=CC=1.N.[N+:56]([C:59]1[CH:69]=[CH:68][C:62]([CH2:63][O:64][C:65](Cl)=[O:66])=[CH:61][CH:60]=1)([O-:58])=[O:57].[OH-].[Na+]>N1C=CC=CC=1.C(OCC)(=O)C.C(Cl)(Cl)Cl.O1CCCC1>[N+:56]([C:59]1[CH:60]=[CH:61][C:62]([CH2:63][O:64][C:65]([NH:1][CH2:4][CH:5]([OH:35])[CH2:6][S:7][CH2:8][C@@H:9]2[CH2:13][C@@H:12]([O:14][Si:15]([C:18]([CH3:21])([CH3:20])[CH3:19])([CH3:17])[CH3:16])[CH2:11][N:10]2[C:22]([O:24][CH2:25][C:26]2[CH:31]=[CH:30][C:29]([N+:32]([O-:34])=[O:33])=[CH:28][CH:27]=2)=[O:23])=[O:66])=[CH:68][CH:69]=1)([O-:58])=[O:57] |f:4.5|. Procedure: To a solution of (2S,4R)-2-[(3-azido-2-hydroxypropyl)thiomethyl]-4-t-butyldimethylsilyloxy-1-(4-nitrobenzyloxycarbonyl)pyrrolidine (1.94 g) in pyridine (6 ml) was added triphenylphosphine (1.55 g) and the mixture was stirred at ambient temperature for 1 hour. To the reaction mixture was added conc. ammonia (0.50 ml) and the mixture was allowed to stand overnight at ambient temperature. The reaction mixture was concentrated under reduced pressure. The resulting mixture was dissolved in ethyl acet... The reactants are COC(C(C)(OC1=C(C=C(C=C1)CCCC1N(C(NC1)=O)C)C)C)=O (2-Methyl-2-{2-methyl-4-[3-(3-methyl-2-oxo-imidazolidin-4-yl)-propyl]-phenoxy}-propionic acid methyl Ester), BrC1=CC=C(CBr)C=C1 (4-bromo benzyl bromide). Yields the product BrC1=CC=C(CN2C(N(C(C2)CCCC2=CC(=C(OC(C(=O)O)(C)C)C=C2)C)C)=O)C=C1 (2-(4-{3-[1-(4-Bromo-benzyl)-3-methyl-2-oxo-imidazolidin-4-yl]-propyl}-2-methyl-phenoxy)-2-methyl-propionic acid), oil. The yield is 40.0%. RXN SMILES: C[O:2][C:3](=[O:25])[C:4]([CH3:24])([O:6][C:7]1[CH:12]=[CH:11][C:10]([CH2:13][CH2:14][CH2:15][CH:16]2[CH2:20][NH:19][C:18](=[O:21])[N:17]2[CH3:22])=[CH:9][C:8]=1[CH3:23])[CH3:5].[Br:26][C:27]1[CH:34]=[CH:33][C:30]([CH2:31]Br)=[CH:29][CH:28]=1>>[Br:26][C:27]1[CH:34]=[CH:33][C:30]([CH2:31][N:19]2[CH2:20][CH:16]([CH2:15][CH2:14][CH2:13][C:10]3[CH:11]=[CH:12][C:7]([O:6][C:4]([CH3:24])([CH3:5])[C:3]([OH:25])=[O:2])=[C:8]([CH3:23])[CH:9]=3)[N:17]([CH3:22])[C:18]2=[O:21])=[CH:29][CH:28]=1. Procedure details: The titled compound was prepared using 2-Methyl-2-{2-methyl-4-[3-(3-methyl-2-oxo-imidazolidin-4-yl)-propyl]-phenoxy}-propionic acid methyl Ester (0.100 g, 0.287 mmole) and 4-bromo benzyl bromide (0.108 g, 0.431 mmole) to produce an oil (0.058 g, 40%). Mass [EI+] 503, 505 (M+H)+, [EI−] 501, 503 (M−H)−.